Task: describe an organic reaction: reactants, conditions, products, and yield. Dataset: the Open Reaction Database (ORD), a public repository of structured organic reaction records Reactants: COC=1C=C(C=CC1OCC1=NC2=CC=CC=C2C=C1)CC(=O)OC (Methyl 2-[3-methoxy-4-(quinolin-2-yl-methoxy)phenyl]acetate), [OH-].[Na+] (sodium hydroxide). Product: COC=1C=C(C=CC1OCC1=NC2=CC=CC=C2C=C1)CC(=O)O (2-[3-Methoxy-4-(quinolin-2-yl-methoxy)phenyl]-acetic acid). Reaction SMILES: [CH3:1][O:2][C:3]1[CH:4]=[C:5]([CH2:21][C:22]([O:24]C)=[O:23])[CH:6]=[CH:7][C:8]=1[O:9][CH2:10][C:11]1[CH:20]=[CH:19][C:18]2[C:13](=[CH:14][CH:15]=[CH:16][CH:17]=2)[N:12]=1.[OH-].[Na+]>>[CH3:1][O:2][C:3]1[CH:4]=[C:5]([CH2:21][C:22]([OH:24])=[O:23])[CH:6]=[CH:7][C:8]=1[O:9][CH2:10][C:11]1[CH:20]=[CH:19][C:18]2[C:13](=[CH:14][CH:15]=[CH:16][CH:17]=2)[N:12]=1 |f:1.2|. Reported procedure: The title compound is prepared from 3 g (8.9 mmol) of the compound from Example XXIII and 12 ml of 1N sodium hydroxide solution analogously to the procedure of Example XV.